From a dataset of the Open Reaction Database (ORD), a public repository of structured organic reaction records. describe an organic reaction: reactants, conditions, products, and yield Reactants: C(C)(C)(C)OC1=C(CN(CCCN2CCC(CC2)C2=CC=CC=C2)CC2=NC=CC=C2)C=CC=C1 (N-(2-tert-butoxybenzyl)-3-(4-phenylpiperidin-1-yl)-N-(pyridin-2-ylmethyl)propan-1-amine), C(=O)([O-])[O-].[K+].[K+] (K2CO3), COC1(NCCCC1)C1=CC=CC=C1 (2-methoxy-2-phenylpiperidin), C(C)(C)(C)OC1=C(CN(CCCCl)CC2=NC=CC=C2)C=CC=C1 (N-(2-tert-butoxybenzyl)-3-chloro-N-(pyridin-2-ylmethyl)propan-1-amine). The product is C(C)(C)(C)OC1=C(CN(CCCN2CCC(CC2)C2=C(C=CC=C2)OC)CC2=NC=CC=C2)C=CC=C1 (N-(2-tert-butoxybenzyl)-3-(4-(2-methoxyphenyl)piperidin-1-yl)-N-(pyridin-2-ylmethyl)propan-1-amine). Isolated yield 59.0%. RXN SMILES: [C:1]([O:5][C:6]1[CH:35]=[CH:34][CH:33]=[CH:32][C:7]=1[CH2:8][N:9]([CH2:25][C:26]1[CH:31]=[CH:30][CH:29]=[CH:28][N:27]=1)[CH2:10][CH2:11][CH2:12][N:13]1[CH2:18][CH2:17][CH:16]([C:19]2[CH:24]=[CH:23][CH:22]=[CH:21][CH:20]=2)[CH2:15][CH2:14]1)([CH3:4])([CH3:3])[CH3:2].[CH3:36][O:37]C1(C2C=CC=CC=2)CCCCN1.C(OC1C=CC=CC=1CN(CC1C=CC=CN=1)CCCCl)(C)(C)C.C([O-])([O-])=O.[K+].[K+]>>[C:1]([O:5][C:6]1[CH:35]=[CH:34][CH:33]=[CH:32][C:7]=1[CH2:8][N:9]([CH2:25][C:26]1[CH:31]=[CH:30][CH:29]=[CH:28][N:27]=1)[CH2:10][CH2:11][CH2:12][N:13]1[CH2:14][CH2:15][CH:16]([C:19]2[CH:20]=[CH:21][CH:22]=[CH:23][C:24]=2[O:37][CH3:36])[CH2:17][CH2:18]1)([CH3:4])([CH3:2])[CH3:3] |f:3.4.5|. Reported procedure: The same procedure as described for compound 20 was applied to 2-methoxy-2-phenylpiperidin (0.33 g, 1.73 mmol), compound 19 (0.4 g, 1.15 mmol), KI (0.57 g, 3.45 mmol) and K2CO3 (0.79 g, 5.75 mmol). Purification was carried out on a silica gel TLC plate that was developed in with a 5% methanolic NH3 (7 M NH3 in methanol/95% CH2Cl2. The product was isolated as pale yellow oil (59%). 1H NMR (CDCl3) δ 8.486 (m, 1H, Ar), 7.591 (m, 3H, Ar), 7.22 (dd, 1H, Ar), 7.135 (m, 3H, Ar), 7.017 (dd, 2H, Ar), 6.9... Starting materials: C(C)N1C(=C(C2=CC=CC=C12)C(=O)C1=C(C(=O)O)C=C(C=C1)N)C (2-[(1-ethyl-2-methyl-3-indolyl)carbonyl]-5-aminobenzoic acid), CN(C1=CC(=CC=C1)N(C)C)C (N,N,N',N'-tetramethyl-m-phenylenediamine), C(C)(=O)OC(C)=O (acetic anhydride), O (water). As a reaction SMILES: [CH2:1]([N:3]1[C:11]2[C:6](=[CH:7][CH:8]=[CH:9][CH:10]=2)[C:5]([C:12]([C:14]2[CH:22]=[CH:21][C:20]([NH2:23])=[CH:19][C:15]=2[C:16]([OH:18])=O)=[O:13])=[C:4]1[CH3:24])[CH3:2].[CH3:25][N:26]([CH3:36])[C:27]1[CH:32]=[CH:31][CH:30]=[C:29]([N:33]([CH3:35])[CH3:34])[CH:28]=1.O.[C:38](OC(=O)C)(=[O:40])[CH3:39]>>[CH3:34][N:33]([CH3:35])[C:29]1[CH:28]=[C:27]([N:26]([CH3:36])[CH3:25])[CH:32]=[CH:31][C:30]=1[C:12]1([C:5]2[C:6]3[C:11](=[CH:10][CH:9]=[CH:8][CH:7]=3)[N:3]([CH2:1][CH3:2])[C:4]=2[CH3:24])[C:14]2[C:15](=[CH:19][C:20]([NH:23][C:38](=[O:40])[CH3:39])=[CH:21][CH:22]=2)[C:16](=[O:18])[O:13]1. Run at temperature 50 celsius. The product is CN(C1=C(C=CC(=C1)N(C)C)C1(OC(=O)C2=CC(=CC=C12)NC(C)=O)C1=C(N(C2=CC=CC=C12)CC)C)C (3-[2,4-bis(dimethylamino)phenyl]-3-(1-ethyl-2-methyl-3-indolyl)-6-acetamidophthalide), Formula III. Procedure: A mixture of 3.22 g (0.01 mole) of 2-[(1-ethyl-2-methyl-3-indolyl)carbonyl]-5-aminobenzoic acid, 118 g (0.01 mole) of N,N,N',N'-tetramethyl-m-phenylenediamine in 10.0 ml of acetic anhydride was heated to 50° C. for one-half hour. After cooling to ambient temperature, 50 ml of water was added and the reaction mixture was filtered. The filtrate was rendered alkaline with dilute aqueous sodium hydroxide in the presence of 100 ml of toluene. The toluene layer was separated, dried and evaporated to o...